Dataset: the Open Reaction Database (ORD), a public repository of structured organic reaction records. Task: describe an organic reaction: reactants, conditions, products, and yield The reactants are CN(C1(CCC(CC1)=CC(=O)N1CCC(CC1)C1=CNC2=CC=CC=C12)C1=CC=CC=C1)C (2-(4-dimethylamino-4-phenylcyclohexylidene)-1-[4-(1H-indol-3-yl)-piperidine-1-yl]ethanone), Cl[Si](C)(C)C (chlorotrimethylsilane). The solvent is CC(=O)CC (ethyl methyl ketone). Product: Cl.CN(C1(CCC(CC1)=CC(=O)N1CCC(CC1)C1=CNC2=CC=CC=C12)C1=CC=CC=C1)C (2-(4-dimethylamino-4-phenylcyclohexylidene)-1-[4-(1H-indol-3-yl)-piperidine-1-yl]ethanone hydrochloride). Yield: 65.0%. Reaction SMILES: [CH3:1][N:2]([CH3:33])[C:3]1([C:27]2[CH:32]=[CH:31][CH:30]=[CH:29][CH:28]=2)[CH2:8][CH2:7][C:6](=[CH:9][C:10]([N:12]2[CH2:17][CH2:16][CH:15]([C:18]3[C:26]4[C:21](=[CH:22][CH:23]=[CH:24][CH:25]=4)[NH:20][CH:19]=3)[CH2:14][CH2:13]2)=[O:11])[CH2:5][CH2:4]1.[Cl:34][Si](C)(C)C>CC(CC)=O>[ClH:34].[CH3:33][N:2]([CH3:1])[C:3]1([C:27]2[CH:28]=[CH:29][CH:30]=[CH:31][CH:32]=2)[CH2:8][CH2:7][C:6](=[CH:9][C:10]([N:12]2[CH2:17][CH2:16][CH:15]([C:18]3[C:26]4[C:21](=[CH:22][CH:23]=[CH:24][CH:25]=4)[NH:20][CH:19]=3)[CH2:14][CH2:13]2)=[O:11])[CH2:5][CH2:4]1 |f:3.4|. Reported procedure: 2-(4-dimethylamino-4-phenylcyclohexylidene)-1-[4-(1H-indol-3-yl)-piperidine-1-yl]ethanone (344 mg, 0.779 mmole) was dissolved in ethyl methyl ketone (10 ml) and chlorotrimethylsilane (0.15 ml, 1.2 mmole) was added. After 45 minutes the hydrochloride was isolated as a beige-coloured solid with an m.p. of 178-180° C. in a yield of 65% (242 mg) (Example 26). Product: C(C)(C)(C)OC(N[C@@H]([C@@H](C)OC)C=O)=O (((1S,2R)-1-Formyl-2-methoxy-propyl)-carbamic acid tert-butyl ester). RXN SMILES: [C:1]([O:5][C:6](=[O:15])[NH:7][C@H:8]([CH2:13][OH:14])[C@H:9]([O:11][CH3:12])[CH3:10])([CH3:4])([CH3:3])[CH3:2].CCN(C(C)C)C(C)C>CS(C)=O.C(Cl)Cl>[C:1]([O:5][C:6](=[O:15])[NH:7][C@H:8]([CH:13]=[O:14])[C@H:9]([O:11][CH3:12])[CH3:10])([CH3:3])([CH3:2])[CH3:4]. Solvent: CS(=O)C (DMSO), C(Cl)Cl (DCM), CS(=O)C (DMSO). Reactants: ice, C(C)(C)(C)OC(N[C@@H]([C@@H](C)OC)CO)=O (((1R,2R)-1-hydroxymethyl-2-methoxy-propyl)-carbamic acid t-butyl ester), CCN(C(C)C)C(C)C (DIEA). Conditions: time 5 hour. Procedure: To an ice cold solution of ((1R,2R)-1-hydroxymethyl-2-methoxy-propyl)-carbamic acid t-butyl ester (5 g, 22 mmol) in DMSO (20 mL) and DCM (250 mL) was added DIEA (12 mL, 69 mmol), followed by dropwise addition of a solution of Py.SO3 (11 g, 69 mmol) in DMSO (50 mL, +20 mL to rinse the funnel). The reaction mixture was stirred at rt for 5 h. After removal of the DCM, the residue was diluted with Et2O (400 mL) and washed with H2O (2×100 mL) and brine (150 mL). The aqueous layer was back extracted w... Conditions: time 30 minute. The solvent is CN(C=O)C (dimethylformamide). The yield is 60.6%. The product is C(C)OC(=O)CC(=O)NC=1SC(=C(N1)C1=CC=C(C=C1)OC)C=1C=NC=CC1 (2-ethoxycarbonylacetylamino-4-(4-methoxyphenyl)-5-(3-pyridyl)-1,3-thiazole). RXN SMILES: [NH2:1][C:2]1[S:3][C:4]([C:15]2[CH:16]=[N:17][CH:18]=[CH:19][CH:20]=2)=[C:5]([C:7]2[CH:12]=[CH:11][C:10]([O:13][CH3:14])=[CH:9][CH:8]=2)[N:6]=1.[CH2:21]([O:23][C:24]([CH2:26][C:27](Cl)=[O:28])=[O:25])[CH3:22].Cl.[Na]>CN(C)C=O>[CH2:21]([O:23][C:24]([CH2:26][C:27]([NH:1][C:2]1[S:3][C:4]([C:15]2[CH:16]=[N:17][CH:18]=[CH:19][CH:20]=2)=[C:5]([C:7]2[CH:12]=[CH:11][C:10]([O:13][CH3:14])=[CH:9][CH:8]=2)[N:6]=1)=[O:28])=[O:25])[CH3:22] |f:2.3,^1:30|. Procedure: In 5 ml of dimethylformamide was dissolved 1 g of 2-amino-4-(4-methoxyphenyl)-5-(3-pyridyl)-1,3-thiazole. To the solution was added under ice-cooling 580 mg of ethoxycarbonylacetylchloride. The mixture was stirred for 30 minutes, to which was then added a saturated aqueous solution of sodium hydrogen chloride. The resultant was subjected to extraction with ethyl acetate. The organic layer was washed with water, dried and concentrated, followed by recrystallization from tetrahydrofuran to give 85... Reactants: NC=1SC(=C(N1)C1=CC=C(C=C1)OC)C=1C=NC=CC1 (2-amino-4-(4-methoxyphenyl)-5-(3-pyridyl)-1,3-thiazole), C(C)OC(=O)CC(=O)Cl (ethoxycarbonylacetylchloride), Cl.[Na] (sodium hydrogen chloride). Starting materials: FC1=C(C=C(N)C=C1)[N+](=O)[O-] (4-fluoro-3-nitroaniline), C1(CCCCCCC1)N (cyclooctylamine), C(O)([O-])=O.[Na+] (sodium hydrogen carbonate). Solvent: O (water), CC(C)O (2-propanol). Yields the product C1(CCCCCCC1)NC1=C(C=C(C=C1)N)[N+](=O)[O-] (1-(N-cyclooctylamino)-2-nitro-4-aminobenzene). RXN SMILES: F[C:2]1[CH:8]=[CH:7][C:5]([NH2:6])=[CH:4][C:3]=1[N+:9]([O-:11])=[O:10].[CH:12]1([NH2:20])[CH2:19][CH2:18][CH2:17][CH2:16][CH2:15][CH2:14][CH2:13]1.C(=O)([O-])O.[Na+]>O.CC(O)C>[CH:12]1([NH:20][C:2]2[CH:8]=[CH:7][C:5]([NH2:6])=[CH:4][C:3]=2[N+:9]([O-:11])=[O:10])[CH2:19][CH2:18][CH2:17][CH2:16][CH2:15][CH2:14][CH2:13]1 |f:2.3|. Reported procedure: A mixture of 3.12 g (0.020 mol) of 4-fluoro-3-nitroaniline, 2.57 g (0.022 mol) of cyclooctylamine and 1.7 g (0.020 mol) of sodium hydrogen carbonate was refluxed for 3 hours in 5 ml of water and 5 ml of 2-propanol. After cooling to room temperature, the residues were filtered off and the filtrate was extracted with chloroform. The solvent was removed in vacuo and the residue was recrystallized from 20% hydrochloric acid. A yellow-green solid melting at 161° C. was obtained. Reactants: OC1=C(C=C(C#N)C=C1)OC (4-Hydroxy-3-methoxybenzonitrile), C([O-])([O-])=O.[K+].[K+] (potassium carbonate), ClCCCBr (3-Chloro-1-bromo propane). Solvent: CC(=O)C (acetone). Conditions: temperature 27.5 celsius, time 5 minute. The product is ClCCCOC1=C(C=C(C#N)C=C1)OC (4-(3′-Chloropropoxy)-3-methoxybenzonitrile). Yield: 82.0%. RXN SMILES: [OH:1][C:2]1[CH:9]=[CH:8][C:5]([C:6]#[N:7])=[CH:4][C:3]=1[O:10][CH3:11].C(=O)([O-])[O-].[K+].[K+].[Cl:18][CH2:19][CH2:20][CH2:21]Br>CC(C)=O>[Cl:18][CH2:19][CH2:20][CH2:21][O:1][C:2]1[CH:9]=[CH:8][C:5]([C:6]#[N:7])=[CH:4][C:3]=1[O:10][CH3:11] |f:1.2.3|. Reported procedure: To 74.5 gms (0.5 mole) of 4-Hydroxy-3-methoxybenzonitrile in 450 ml. of acetone was added 138 gms (1 mole) of potassium carbonate and the resultant reaction mixture was stirred at about 25-30° C. for about 5 min. To the reaction suspension 110 gms (0.7 mole) of 3-Chloro-1-bromo propane was added drop-wise at about 25-35° C. for about 30 mins. The resultant reaction mixture was refluxed for about 12 hrs. The undissolved inorganic salts was filtered off and washed with acetone. The solvent was dis... Starting materials: CN(C)C=O, Cc1nc([N+](=O)[O-])cn1CCOS(C)(=O)=O, [N-]=[N+]=[N-], [Na+]. Product: Cc1nc([N+](=O)[O-])cn1CCN=[N+]=[N-]. As a reaction SMILES: [CH3:21][N:22]([CH3:23])[CH:24]=[O:25].[CH3:5][S:6]([O:7][CH2:10][CH2:11][n:12]1[c:13]([CH3:20])[n:14][c:15]([N+:17](=[O:18])[O-:19])[cH:16]1)(=[O:8])=[O:9].[N-:2]=[N+:3]=[N-:4].[Na+:1]>>[N:2](=[N+:3]=[N-:4])[CH2:10][CH2:11][n:12]1[c:13]([CH3:20])[n:14][c:15]([N+:17](=[O:18])[O-:19])[cH:16]1.